Task: describe an organic reaction: reactants, conditions, products, and yield. Dataset: the Open Reaction Database (ORD), a public repository of structured organic reaction records Reaction SMILES: [CH3:30][CH2:31][O:32][CH2:33][CH3:34].[CH3:41][OH:42].[ClH:29].[F:1][c:2]1[cH:3][cH:4][c:5](-[c:8]2[cH:9][c:10]3[c:15]([cH:16][cH:17]2)[NH:14][CH:13]([C:18]([F:19])([F:20])[F:21])[C:12]([C:22](=[O:23])[O:24][CH2:25][CH3:26])=[CH:11]3)[cH:6][cH:7]1.[Li+:27].[O:36]1[CH2:37][CH2:38][CH2:39][CH2:40]1.[OH-:28].[OH2:35]>>[F:1][c:2]1[cH:3][cH:4][c:5](-[c:8]2[cH:9][c:10]3[c:15]([cH:16][cH:17]2)[NH:14][CH:13]([C:18]([F:19])([F:20])[F:21])[C:12]([C:22](=[O:23])[OH:24])=[CH:11]3)[cH:6][cH:7]1. Reactants: CCOCC, CO, Cl, CCOC(=O)C1=Cc2cc(-c3ccc(F)cc3)ccc2NC1C(F)(F)F, [Li+], C1CCOC1, [OH-], O. The product is O=C(O)C1=Cc2cc(-c3ccc(F)cc3)ccc2NC1C(F)(F)F. The reactants are C(C)ON=CC1=C(C=C(C(=C1)N1C(NC(=CC1=O)C(F)(F)F)=O)Cl)Cl (2,4-dichloro-5-(6-trifluoromethyl-2,4(1H,3H)-pyrimidinedion-3-yl)benzaldehyde (O-ethyl)oxime), C([O-])([O-])=O.[K+].[K+] (potassium carbonate), CI (methyl iodide). The product is C(C)ON=CC1=C(C=C(C(=C1)N1C(N(C(=CC1=O)C(F)(F)F)C)=O)Cl)Cl (2,4-Dichloro-5-(1-methyl-6-trifluoromethyl-2,4(1H,3H)-pyrimidinedion-3-yl)benzaldehyde (O-ethyl)oxime). Reaction SMILES: [CH2:1]([O:3][N:4]=[CH:5][C:6]1[CH:11]=[C:10]([N:12]2[C:17](=[O:18])[CH:16]=[C:15]([C:19]([F:22])([F:21])[F:20])[NH:14][C:13]2=[O:23])[C:9]([Cl:24])=[CH:8][C:7]=1[Cl:25])[CH3:2].[C:26](=O)([O-])[O-].[K+].[K+].CI>>[CH2:1]([O:3][N:4]=[CH:5][C:6]1[CH:11]=[C:10]([N:12]2[C:17](=[O:18])[CH:16]=[C:15]([C:19]([F:22])([F:20])[F:21])[N:14]([CH3:26])[C:13]2=[O:23])[C:9]([Cl:24])=[CH:8][C:7]=1[Cl:25])[CH3:2] |f:1.2.3|. Reported procedure: 69.3 g (0.175 mol) of 2,4-dichloro-5-(6-trifluoromethyl-2,4(1H,3H)-pyrimidinedion-3-yl)benzaldehyde (O-ethyl)oxime, 26.6 g (0.19 mol) of potassium carbonate and 27.3 g (0.19 mol) of methyl iodide were reacted in the manner described for precursor 3.3. Yield: 69.0 g; m.p.: 140-143° C. Starting materials: O=C1CN(S(=O)(=O)c2ccc3cc(Cl)ccc3c2)CCN1NC1CCN(c2ccncc2)CC1, S=P12SP3(=S)SP(=S)(S1)SP(=S)(S2)S3, c1ccncc1. Yields the product O=S(=O)(c1ccc2cc(Cl)ccc2c1)N1CCN(NC2CCN(c3ccncc3)CC2)C(=S)C1. Reaction SMILES: [Cl:1][c:2]1[cH:3][c:4]2[cH:5][cH:6][c:7]([S:12](=[O:13])(=[O:14])[N:15]3[CH2:16][C:17](=[O:34])[N:18]([NH:21][CH:22]4[CH2:23][CH2:24][N:25]([c:28]5[cH:29][cH:30][n:31][cH:32][cH:33]5)[CH2:26][CH2:27]4)[CH2:19][CH2:20]3)[cH:8][c:9]2[cH:10][cH:11]1.[P:35]12(=[S:36])[S:37][P:38]3(=[S:48])[S:39][P:40](=[S:46])([S:41][P:42](=[S:45])([S:43]3)[S:44]1)[S:47]2.[cH:49]1[cH:50][cH:51][n:52][cH:53][cH:54]1>>[Cl:1][c:2]1[cH:3][c:4]2[cH:5][cH:6][c:7]([S:12](=[O:13])(=[O:14])[N:15]3[CH2:16][C:17](=[S:36])[N:18]([NH:21][CH:22]4[CH2:23][CH2:24][N:25]([c:28]5[cH:29][cH:30][n:31][cH:32][cH:33]5)[CH2:26][CH2:27]4)[CH2:19][CH2:20]3)[cH:8][c:9]2[cH:10][cH:11]1. Starting materials: CCN(CC)c1nc(C)nc(S)c1[N+](=O)[O-], Cl, [Na+], [OH-], [Sn]. RXN SMILES: [CH2:1]([CH3:2])[N:3]([c:4]1[n:5][c:6]([CH3:14])[n:7][c:8]([SH:13])[c:9]1[N+:10]([O-:11])=[O:12])[CH2:15][CH3:16].[ClH:20].[Na+:19].[OH-:18].[Sn:17]>>[CH2:1]([CH3:2])[N:3]([c:4]1[n:5][c:6]([CH3:14])[n:7][c:8]([SH:13])[c:9]1[NH2:10])[CH2:15][CH3:16]. The product is CCN(CC)c1nc(C)nc(S)c1N. The reactants are CCN=C=NCCCN(C)C, CCN(C(C)C)C(C)C, Cl, Cl, CN1C(=O)C(N)N=C(c2ccccc2)c2ccccc21, O=C(O)C1Cc2ccccc2O1, CN(C)C=O, On1nnc2ccccc21. The product is CN1C(=O)C(NC(=O)C2Cc3ccccc3O2)N=C(c2ccccc2)c2ccccc21. RXN SMILES: [CH3:43][N:44]([CH3:45])[CH2:46][CH2:47][CH2:48][N:49]=[C:50]=[N:51][CH2:52][CH3:53].[CH:1]([N:2]([CH:3]([CH3:4])[CH3:5])[CH2:6][CH3:7])([CH3:8])[CH3:9].[ClH:42].[ClH:64].[NH2:10][CH:11]1[C:12](=[O:29])[N:13]([CH3:28])[c:14]2[c:15]([cH:24][cH:25][cH:26][cH:27]2)[C:16]([c:18]2[cH:19][cH:20][cH:21][cH:22][cH:23]2)=[N:17]1.[O:30]1[CH:31]([C:39](=[O:40])[OH:41])[CH2:32][c:33]2[c:34]1[cH:35][cH:36][cH:37][cH:38]2.[O:65]=[CH:66][N:67]([CH3:68])[CH3:69].[OH:54][n:55]1[c:56]2[cH:57][cH:58][cH:59][cH:60][c:61]2[n:62][n:63]1>>[NH:10]([CH:11]1[C:12](=[O:29])[N:13]([CH3:28])[c:14]2[c:15]([cH:24][cH:25][cH:26][cH:27]2)[C:16]([c:18]2[cH:19][cH:20][cH:21][cH:22][cH:23]2)=[N:17]1)[C:39]([CH:31]1[O:30][c:34]2[c:33]([cH:38][cH:37][cH:36][cH:35]2)[CH2:32]1)=[O:40]. Starting materials: C (charcoal), FC(C(CC(=O)OCC)=O)(F)F (ethyl trifluoroacetoacetate), ClC1=CC=C(C=C1)NN (4-chlorophenylhydrazine), Cl (HCl). Solvent: CO (methanol). Reaction conditions: time 22 hour. Yields the product C1(=CC=CC=C1)N1N=C(CC1=O)C1=CC=CC=C1 (2,4-dihydro-2,5-diphenyl-3H-pyrazol-3-one). As a reaction SMILES: F[C:2](F)(F)[C:3](=O)[CH2:4][C:5]([O:7]CC)=O.Cl[C:14]1[CH:19]=[CH:18][C:17]([NH:20][NH2:21])=[CH:16][CH:15]=1.Cl.[CH4:23]>CO>[C:17]1([N:20]2[C:5](=[O:7])[CH2:4][C:3]([C:2]3[CH:5]=[CH:4][CH:3]=[CH:2][CH:23]=3)=[N:21]2)[CH:18]=[CH:19][CH:14]=[CH:15][CH:16]=1. Procedure: A mixture of 10 g (54.3 mmol) of ethyl trifluoroacetoacetate and 9.72 g (54.3 mmol) of 4-chlorophenylhydrazine and 1 mL of concentrated HCl in 130 ml of methanol was refluxed with stirring for 22 hours. After adding activated charcoal with stirring, the hot mixture was filtered, diluted with water, and the resulting white solid was filtered. The solid was washed with hexane and dried to afford 19 g of 2,4-dihydro-2-(4-chlorophenyl)-5-trifluoromethyl-3H-2-pyrazol-3-one (Formula III: R1 =4-Cl--Ph;... Reactants: ClC=1C=C(C(=O)O)C=CC1N1C=CC=2CCCCC12 (3-chloro-4-(4,5,6,7-tetrahydroindol-1-yl)benzoic acid), CN(C)C(=[N+](C)C)ON1C2=C(C=CC=C2)N=N1.[B-](F)(F)(F)F (TBTU), C(C)(C)N(CC)C(C)C (diisopropylethylamine), ClC1=CC2=C(NC(=N2)[C@H](C)N)C=C1 ((1S)-1-(5-chloro-1H-benzimidazol-2-yl)ethylamine), ClCl (chlorine), ClCCl.C(C)O.N (dichloromethane ethanol ammonia), C24H22C12N4O. Run in O1CCCC1 (tetrahydrofuran). Yields the product ClC=1C=C(C(=O)N[C@@H](C)C2=NC3=C(N2)C=CC(=C3)Cl)C=CC1N1C=CC=3CCCCC13 (3-chloro-N-[(1S)-1-(5-chloro-1H-benzimidazol-2-yl)ethyl]-4-(4,5,6,7-tetrahydroindol-1-yl)benzamide). Yield: 25.0%. Reaction SMILES: [Cl:1][C:2]1[CH:3]=[C:4]([CH:8]=[CH:9][C:10]=1[N:11]1[C:19]2[CH2:18][CH2:17][CH2:16][CH2:15][C:14]=2[CH:13]=[CH:12]1)[C:5]([OH:7])=O.CN(C(ON1N=NC2C=CC=CC1=2)=[N+](C)C)C.[B-](F)(F)(F)F.C(N(C(C)C)CC)(C)C.[Cl:51][C:52]1[CH:63]=[CH:62][C:55]2[NH:56][C:57]([C@@H:59]([NH2:61])[CH3:60])=[N:58][C:54]=2[CH:53]=1.ClCCl.C(O)C.N.ClCl>O1CCCC1>[Cl:1][C:2]1[CH:3]=[C:4]([CH:8]=[CH:9][C:10]=1[N:11]1[C:19]2[CH2:18][CH2:17][CH2:16][CH2:15][C:14]=2[CH:13]=[CH:12]1)[C:5]([NH:61][C@H:59]([C:57]1[NH:56][C:55]2[CH:62]=[CH:63][C:52]([Cl:51])=[CH:53][C:54]=2[N:58]=1)[CH3:60])=[O:7] |f:1.2,5.6.7|. Procedure: Prepared analogously to Example 1g from 3-chloro-4-(4,5,6,7-tetrahydroindol-1-yl)benzoic acid, TBTU, diisopropylethylamine, and (1S)-1-(5-chloro-1H-benzimidazol-2-yl)ethylamine in tetrahydrofuran. Yield: 25%; Rf value: 0.90 (silica gel: dichloromethane/ethanol/ammonia=4:1:0.1); C24H22C12N4O (453.371); mass spectrum: (M+H)+=453/455/457 (chlorine isotope). Starting materials: [Al+3], COc1cc(C)c(C(=O)c2c(Cl)ccc(Cl)c2C)c(OC)c1OC, [H-], [H-], [H-], [H-], [Li+], [Na+], O=C([O-])O, C1CCOC1. Product: COc1cc(C)c(C(O)c2c(Cl)ccc(Cl)c2C)c(OC)c1OC. As a reaction SMILES: [Al+3:2].[Cl:7][c:8]1[c:9]([C:10](=[O:11])[c:12]2[c:13]([O:23][CH3:24])[c:14]([O:21][CH3:22])[c:15]([O:19][CH3:20])[cH:16][c:17]2[CH3:18])[c:25]([CH3:30])[c:26]([Cl:29])[cH:27][cH:28]1.[H-:1].[H-:4].[H-:5].[H-:6].[Li+:3].[Na+:35].[O-:31][C:32]([OH:33])=[O:34].[O:36]1[CH2:37][CH2:38][CH2:39][CH2:40]1>>[Cl:7][c:8]1[c:9]([CH:10]([OH:11])[c:12]2[c:13]([O:23][CH3:24])[c:14]([O:21][CH3:22])[c:15]([O:19][CH3:20])[cH:16][c:17]2[CH3:18])[c:25]([CH3:30])[c:26]([Cl:29])[cH:27][cH:28]1. Starting materials: CC=1C=C2C(=CC1C)N(C3=NC(=O)NC(=O)C3=N2)C[C@@H]([C@@H]([C@@H](CO)O)O)O (E101), FC1=C(C(=O)NC2=NN(C=C2)CC2=C(C=CC(=C2)[N+](=O)[O-])C)C(=CC=C1)F (2,6-difluoro-N-{1-[(2-methyl-5-nitrophenyl)methyl]-1H-pyrazol-3-yl}benzamide), Intermediate 47. The reagents and catalysts are [Pd] (palladium on activated carbon). Run in C(C)(=O)OCC (ethyl acetate), C(C)O (ethanol). Conditions: time 1.5 hour. The product is NC=1C=CC(=C(C1)CN1N=C(C=C1)NC(C1=C(C=CC=C1F)F)=O)C (N-{1-[(5-amino-2-methylphenyl)methyl]-1H-pyrazol-3-yl}-2,6-difluorobenzamide). Reaction SMILES: CC1C=C2N=C3C(=NC(NC3=O)=O)N(C[C@H](O)[C@H](O)[C@H](O)CO)C2=CC=1C.[F:28][C:29]1[CH:53]=[CH:52][CH:51]=[C:50]([F:54])[C:30]=1[C:31]([NH:33][C:34]1[CH:38]=[CH:37][N:36]([CH2:39][C:40]2[CH:45]=[C:44]([N+:46]([O-])=O)[CH:43]=[CH:42][C:41]=2[CH3:49])[N:35]=1)=[O:32]>[Pd].C(OCC)(=O)C.C(O)C>[NH2:46][C:44]1[CH:43]=[CH:42][C:41]([CH3:49])=[C:40]([CH2:39][N:36]2[CH:37]=[CH:38][C:34]([NH:33][C:31](=[O:32])[C:30]3[C:29]([F:28])=[CH:53][CH:52]=[CH:51][C:50]=3[F:54])=[N:35]2)[CH:45]=1. Procedure details: To 10% palladium on activated carbon degussa type E101 NE/W (wet) (280 mg) was added a slight suspension of 2,6-difluoro-N-{1-[(2-methyl-5-nitrophenyl)methyl]-1H-pyrazol-3-yl}benzamide (for a preparation see Intermediate 47)(1.27 g, 3.41 mmol) in a mixture of ethyl acetate (20 ml) and ethanol (50 ml) under vacuum. The suspension was hydrogenated for 1.5 h at ambient temperature. The suspension was filtered and the residue washed with methanol (30 ml). The solvent was removed in vacuo to leave a ...